From a dataset of the Open Reaction Database (ORD), a public repository of structured organic reaction records. describe an organic reaction: reactants, conditions, products, and yield Reactants: BrC1=CC(=C(C=C1)N1CCN(CC1)S(=O)(=O)C1=CC=C(C=C1)C)CC (1-(4-bromo-2-ethylphenyl)-4-(toluene-4-sulfonyl)piperazine), CB(O)O (methylboronic acid), C1(CCCCC1)P(C1=C(C=CC=C1)C1=C(C=CC=C1OC)OC)C1CCCCC1 (2-dicyclohexylphosphino-2′,6′-dimethoxybiphenyl), [F-].[K+] (potassium fluoride). The reagents and catalysts are C(C)(=O)[O-].[Pd+2].C(C)(=O)[O-] (palladium acetate). The solvent is O1CCCC1 (tetrahydrofuran), O (water). The product is C(C)C1=C(C=CC(=C1)C)N1CCN(CC1)S(=O)(=O)C1=CC=C(C=C1)C (1-(2-ethyl-4-methylphenyl)-4-(toluene-4-sulfonyl)piperazine). The yield is 114.2%. Reaction SMILES: Br[C:2]1[CH:7]=[CH:6][C:5]([N:8]2[CH2:13][CH2:12][N:11]([S:14]([C:17]3[CH:22]=[CH:21][C:20]([CH3:23])=[CH:19][CH:18]=3)(=[O:16])=[O:15])[CH2:10][CH2:9]2)=[C:4]([CH2:24][CH3:25])[CH:3]=1.[CH3:26]B(O)O.C1(P(C2CCCCC2)C2C=CC=CC=2C2C(OC)=CC=CC=2OC)CCCCC1.[F-].[K+]>C([O-])(=O)C.[Pd+2].C([O-])(=O)C.O.O1CCCC1>[CH2:24]([C:4]1[CH:3]=[C:2]([CH3:26])[CH:7]=[CH:6][C:5]=1[N:8]1[CH2:13][CH2:12][N:11]([S:14]([C:17]2[CH:22]=[CH:21][C:20]([CH3:23])=[CH:19][CH:18]=2)(=[O:15])=[O:16])[CH2:10][CH2:9]1)[CH3:25] |f:3.4,5.6.7|. Procedure: A mixture of 4-bromo-2-ethylaniline (1.4 mL), diisopropylethylamine (4.4 mL) and N,N-bis(2-chloroethyl)-4-methylbenzenesulfonamide (3 g) was refluxed for 5 hr. After cooling, the solvent was evaporated, and the residue was purified by column chromatography (chloroform) to give 1-(4-bromo-2-ethylphenyl)-4-(toluene-4-sulfonyl)piperazine (3 g). To a mixture of 1-(4-bromo-2-ethylphenyl)-4-(toluene-4-sulfonyl)piperazine (3 g), methylboronic acid (1.2 g), palladium acetate (112 mg), 2-dicyclohexylphos... Reactants: CC(C)C[Al+]CC(C)C, ClCCl, Cl, CON(C)C(=O)C(CC(F)(F)F)CC(F)(F)F, [H-]. Yields the product O=CC(CC(F)(F)F)CC(F)(F)F. Reaction SMILES: [CH2:19]([Al+:20][CH2:21][CH:22]([CH3:23])[CH3:24])[CH:25]([CH3:26])[CH3:27].[Cl:29][CH2:30][Cl:31].[ClH:28].[F:1][C:2]([CH2:3][CH:4]([C:5](=[O:6])[N:7]([O:8][CH3:9])[CH3:10])[CH2:11][C:12]([F:13])([F:14])[F:15])([F:16])[F:17].[H-:18]>>[F:1][C:2]([CH2:3][CH:4]([CH:5]=[O:6])[CH2:11][C:12]([F:13])([F:14])[F:15])([F:16])[F:17]. The reactants are C1(CCCC1)OC1=CC=C(C(=O)OC)C=C1 (methyl p-cyclopentyloxybenzoate), C(CO)O (ethylene glycol), [OH-].[K+] (potassium hydroxide). Solvent: O (water). Yields the product C1(CCCC1)OC1=CC=C(C(=O)O)C=C1 (p-cyclopentyloxybenzoic acid). RXN SMILES: [CH:1]1([O:6][C:7]2[CH:16]=[CH:15][C:10]([C:11]([O:13]C)=[O:12])=[CH:9][CH:8]=2)[CH2:5][CH2:4][CH2:3][CH2:2]1.C(O)CO.[OH-].[K+]>O>[CH:1]1([O:6][C:7]2[CH:16]=[CH:15][C:10]([C:11]([OH:13])=[O:12])=[CH:9][CH:8]=2)[CH2:2][CH2:3][CH2:4][CH2:5]1 |f:2.3|. Reported procedure: To 50 g of methyl p-hydroxybenzoate were added 82 g of cyclopentyl bromide. The mixture was cooled to 0° C. and 24 g of sodium hydride (in a 50% mineral oil suspension) were added in small portions. Ice bath cooling was continued until the resulting effervescence terminated. The reaction mixture then was heated to 75° C. for four hours, cooled, and 25 mL of ethanol was added dropwise. The resulting mixture was evaporated to dryness, and the residue was dissolved in a mixture of water and ether. ... Reactants: C[Mg]Br (methylmagnesium bromide), solution, CC(=O)C1=CC(=CC=C1)Br (3-bromoacetophenone), O (water), Cl (hydrochloric acid). Solvent: C(C)OCC (diethyl ether), C(C)OCC (diethyl ether). Reaction conditions: time 0.5 hour. Yields the product BrC=1C=C(C=CC1)C(C)(C)O (2-(3-Bromophenyl)propan-2-ol). As a reaction SMILES: [CH3:1][Mg]Br.[CH3:4][C:5]([C:7]1[CH:12]=[CH:11][CH:10]=[C:9]([Br:13])[CH:8]=1)=[O:6].O.Cl>C(OCC)C>[Br:13][C:9]1[CH:8]=[C:7]([C:5]([OH:6])([CH3:1])[CH3:4])[CH:12]=[CH:11][CH:10]=1. Procedure: To a stirred solution of methylmagnesium bromide (60 mL of a 3.0 M solution in diethyl ether) at 0° C. was added dropwise a solution of 3-bromoacetophenone (29.8 grams) in 75 mL of diethyl ether. Once the addition was complete, the mixture was stirred for 0.5 hours and poured into water. The aqueous phase was acidified with 1M hydrochloric acid and extracted with three portions of diethyl ether. The combined ether layers were washed with saturated sodium bicarbonate, concentrated to afford 30.4 ... Solvent: CC(CC)=O (2-butanone). As a reaction SMILES: [C:1]1([CH:8]=[CH:7][C:5]([OH:6])=[CH:4][CH:3]=1)[OH:2].[Br:9][CH2:10][CH2:11][CH2:12]Br.C(=O)([O-])[O-].[K+].[K+]>CC(=O)CC>[Br:9][CH2:10][CH2:11][CH2:12][O:2][C:1]1[CH:8]=[CH:7][C:5]([OH:6])=[CH:4][CH:3]=1 |f:2.3.4|. The product is BrCCCOC1=CC=C(C=C1)O (4-(3-Bromopropyloxy)phenol). Procedure details: A mixture of 88.0 g. (0.80 m.) of hydroquinone, 161.6 g. (0.80 m.) of 1,3-dibromopropane and 55.2 g. (0.40 m.) of potassium carbonate in 2 liters of 2-butanone was heated at reflux for 24 hours. The reaction mixture was filtered and the filtrate concentrated in vacuo. The solid and liquid phases of the residue were separated, and the liquid fraction was chromatographed on silica gel using chloroform-acetonitrile (95:5) as the eluant. There was thus obtained 37.2 g. of 4-(3-bromopropyloxy)phenol ... The reactants are C1(O)=CC=C(O)C=C1 (hydroquinone), BrCCCBr (1,3-dibromopropane), C([O-])([O-])=O.[K+].[K+] (potassium carbonate). Starting materials: SC1=CC=C(C=C1)C(C)=O (4'-mercaptoacetophenone), Cl.IC=1C=C(C=CC1)C1(CN(CC1)CC(F)(F)F)OC (3-(3-iodophenyl)-3-methoxy-1-(2,2,2-trifluoroethyl)pyrrolidine hydrochloride). The product is C(C)(=O)C1=CC=C(C=C1)SC=1C=C(C=CC1)C1(CN(CC1)CC(F)(F)F)OC (3-[3-(4-acetylphenylthio)phenyl]-3-methoxy-1-(2,2,2-trifluoroethyl)pyrrolidine). Isolated yield 75.0%. Reaction SMILES: [SH:1][C:2]1[CH:7]=[CH:6][C:5]([C:8](=[O:10])[CH3:9])=[CH:4][CH:3]=1.Cl.I[C:13]1[CH:14]=[C:15]([C:19]2([O:29][CH3:30])[CH2:23][CH2:22][N:21]([CH2:24][C:25]([F:28])([F:27])[F:26])[CH2:20]2)[CH:16]=[CH:17][CH:18]=1>>[C:8]([C:5]1[CH:6]=[CH:7][C:2]([S:1][C:13]2[CH:14]=[C:15]([C:19]3([O:29][CH3:30])[CH2:23][CH2:22][N:21]([CH2:24][C:25]([F:28])([F:27])[F:26])[CH2:20]3)[CH:16]=[CH:17][CH:18]=2)=[CH:3][CH:4]=1)(=[O:10])[CH3:9] |f:1.2|. Procedure details: Using an analogous procedure to that described in Example 10, 4'-mercaptoacetophenone was reacted with 3-(3-iodophenyl)-3-methoxy-1-(2,2,2-trifluoroethyl)pyrrolidine hydrochloride to give 3-[3-(4-acetylphenylthio)phenyl]-3-methoxy-1-(2,2,2-trifluoroethyl)pyrrolidine as a gum in 75% yield. The reactants are S(=O)(Cl)Cl (Thionyl chloride), NC1=C(C=CC=C1N)C (2,3-diaminotoluene), Cl (HCl). The solvent is N1=CC=CC=C1 (pyridine). The product is CC1=CC=CC2=NSN=C21 (4-methyl-2,1,3-benzothiadiazole). As a reaction SMILES: [S:1](Cl)(Cl)=O.[NH2:5][C:6]1[C:11]([NH2:12])=[CH:10][CH:9]=[CH:8][C:7]=1[CH3:13].Cl>N1C=CC=CC=1>[CH3:13][C:7]1[C:6]2[C:11](=[N:12][S:1][N:5]=2)[CH:10]=[CH:9][CH:8]=1. Reported procedure: Thionyl chloride (166 g, 1.4 mol) was added to a solution of 2,3-diaminotoluene (71 g, 0.58 mol) in pyridine (430 mL) dropwise at a temperature below 45° C. Concentrated HCl (300 mL) was then added dropwise while care was taken to ensure that the reaction temperature did not exceed 65° C. After cooling to room temperature, the reaction mixture was subjected to a steam distillation. The light-yellow oil suspension in the water layer was extracted with diethyl ether. The combined extracts were was... Starting materials: CC(C(C(=O)OCC)N1C(N(CC1)CC1=CC=C(C=C1)OCC1=CC=NC=C1)=O)C (Ethyl 3-methyl-2-{2-oxo-3-(4-(pyridin-4-ylmethoxy)benzyl)imidazolidin-1-yl}-butyrate), [OH-].[Na+] (NaOH). Solvent: CO (methanol). Reaction conditions: temperature 0 celsius. The product is CC(C(C(=O)O)N1C(N(CC1)CC1=CC=C(C=C1)OCC1=CC=NC=C1)=O)C (3-methyl-2-{2-oxo-3-(4-(pyridin-4-ylmethoxy)benzyl)imidazolidin-1-yl}-butyric acid). Isolated yield 81.8%. As a reaction SMILES: [CH3:1][CH:2]([CH3:30])[CH:3]([N:9]1[CH2:13][CH2:12][N:11]([CH2:14][C:15]2[CH:20]=[CH:19][C:18]([O:21][CH2:22][C:23]3[CH:28]=[CH:27][N:26]=[CH:25][CH:24]=3)=[CH:17][CH:16]=2)[C:10]1=[O:29])[C:4]([O:6]CC)=[O:5].[OH-].[Na+]>CO>[CH3:1][CH:2]([CH3:30])[CH:3]([N:9]1[CH2:13][CH2:12][N:11]([CH2:14][C:15]2[CH:20]=[CH:19][C:18]([O:21][CH2:22][C:23]3[CH:28]=[CH:27][N:26]=[CH:25][CH:24]=3)=[CH:17][CH:16]=2)[C:10]1=[O:29])[C:4]([OH:6])=[O:5] |f:1.2|. Reported procedure: Ethyl 3-methyl-2-{2-oxo-3-(4-(pyridin-4-ylmethoxy)benzyl)imidazolidin-1-yl}-butyrate (45 mg; 0.11 mmol) was dissolved in methanol (1.5 ml) and cooled to 0° C. NaOH (1N, 5 ml) was added, and the mixture was allowed to warm to RT over the course of 3 h. The methanol was then removed under reduced pressure, and water (1.5 ml) and saturated NaH2PO4 solution (3 ml) were added to the residue. The solid was filtered off with suction and washed with water. Drying under reduced pressure at 60° C. resulte...